Dataset: the Open Reaction Database (ORD), a public repository of structured organic reaction records. Task: describe an organic reaction: reactants, conditions, products, and yield The reactants are CCCCO, CCOC(C)=O, CC(=O)OCc1c(B2OC(C)(C)C(C)(C)O2)cccc1N1CCc2cc(N(C)C)ccc2C1=O, [K+], [K+], [K+], Cn1cc(Br)cc(N)c1=O, O, O=P([O-])([O-])[O-]. Product: CC(=O)OCc1c(-c2cc(N)c(=O)n(C)c2)cccc1N1CCc2cc(N(C)C)ccc2C1=O. Reaction SMILES: [CH2:11]([OH:12])[CH2:13][CH2:14][CH3:15].[CH2:58]([O:59][C:60](=[O:61])[CH3:62])[CH3:63].[CH3:16][N:17]([c:18]1[cH:19][c:20]2[c:25]([cH:26][cH:27]1)[C:24](=[O:28])[N:23]([c:29]1[c:30]([CH2:31][O:32][C:33]([CH3:34])=[O:35])[c:36]([B:40]3[O:41][C:42]([CH3:43])([CH3:44])[C:45]([CH3:46])([CH3:47])[O:48]3)[cH:37][cH:38][cH:39]1)[CH2:22][CH2:21]2)[CH3:49].[K+:55].[K+:56].[K+:57].[NH2:1][c:2]1[c:3](=[O:10])[n:4]([CH3:9])[cH:5][c:6]([Br:8])[cH:7]1.[OH2:64].[P:50]([O-:51])([O-:52])([O-:53])=[O:54]>>[NH2:1][c:2]1[c:3](=[O:10])[n:4]([CH3:9])[cH:5][c:6](-[c:36]2[c:30]([CH2:31][O:32][C:33]([CH3:34])=[O:35])[c:29]([N:23]3[CH2:22][CH2:21][c:20]4[cH:19][c:18]([N:17]([CH3:16])[CH3:49])[cH:27][cH:26][c:25]4[C:24]3=[O:28])[cH:39][cH:38][cH:37]2)[cH:7]1. The reactants are C=CC (propylene), NC1=CC=CC=C1 (aniline), C=CC (propylene), NC=1C(=CC=CC1)C (o-toluidine), NC=1C(=CC=CC1)C (ortho-toluidine). Reagents/catalysts: H-Y zeolite. Yields the product CC1=C(N)C(=CC=C1)C(C)C (2-Methyl-6-isopropyl aniline). RXN SMILES: N[C:2]1[CH:7]=CC=C[CH:3]=1.C=CC.[NH2:11][C:12]1[C:13]([CH3:18])=[CH:14][CH:15]=[CH:16][CH:17]=1>>[CH3:18][C:13]1[CH:14]=[CH:15][CH:16]=[C:17]([CH:2]([CH3:7])[CH3:3])[C:12]=1[NH2:11]. Procedure: 2-Methyl-6-isopropyl aniline was prepared by the method of Example 2 using an H-Y zeolite catalyst for the condensation of aniline and propylene. The ortho-toluidine and propylene were fed to the reactor in a 1:5 molar ratio and at an LHSV of 0.25 based on o-toluidine. The reaction was conducted at 250° C. and 861 psig. The effluent product stream was analyzed by gas chromatography. Conversion of o-toluidine was 81.5%. Starting materials: C[S-], CO, CN1CCN(C)C1=O, COC(=O)c1ccc(F)c([N+](=O)[O-])c1, [Na+], O. The product is COC(=O)c1ccc(SC)c([N+](=O)[O-])c1. RXN SMILES: [CH3:15][S-:16].[CH3:19][OH:20].[CH3:21][N:22]1[CH2:23][CH2:24][N:25]([CH3:26])[C:27]1=[O:28].[F:1][c:2]1[c:3]([N+:12](=[O:13])[O-:14])[cH:4][c:5]([C:6](=[O:7])[O:8][CH3:9])[cH:10][cH:11]1.[Na+:17].[OH2:18]>>[c:2]1([S:16][CH3:15])[c:3]([N+:12](=[O:13])[O-:14])[cH:4][c:5]([C:6](=[O:7])[O:8][CH3:9])[cH:10][cH:11]1. The reactants are [N+](=O)([O-])C1=CC=C(COC(=O)C=2N3C([C@@H]([C@H]3SC2)Br)=O)C=C1 ((5R, 6S)-6-bromo-7-oxo-4-thia-1-aza-bicyclo[3.2.0]hept-2-ene-2-carboxylic acid 4-nitro-benzyl ester), C(C)(=O)OC(C)=O (acetic anhydride), N=1C(=CN2C1N=C1CCCCN21)C=O (4,5,6,7-Tetrahydro-1,3a,3b,8-tetraaza-cyclopenta[a]indene-2-carbaldehyde), [Mg+2].[Br-].[Br-] (MgBr2). The solvent is C1CCOC1 (THF), C(C)#N (acetonitrile), C(C)N(CC)CC (triethylamine), C(C)(=O)OCC (ethyl acetate). Run at temperature -20 celsius, time 1.2 hour. Product: [N+](=O)([O-])C1=CC=C(COC(=O)C=2N3C(C([C@H]3SC2)(Br)C(C=2N=C3N(N4CCCCC4=N3)C2)OC(C)=O)=O)C=C1 ((5R, 6RS)-6-{(RS)-Acetoxy-[4,5,6,7-tetrahydro-1,3a,3b,8-tetraaza-cyclopenta[a]indene-2-yl]-methyl}-6-bromo-7-oxo-4-thia-1-aza-bicyclo[3.2.0]hept-2-ene-2-carboxylic acid 4-nitro-benzyl Ester), solid. Isolated yield 13.0%. As a reaction SMILES: [N:1]1[C:2]([CH:13]=[O:14])=[CH:3][N:4]2[N:12]3[C:7]([CH2:8][CH2:9][CH2:10][CH2:11]3)=[N:6][C:5]=12.[Mg+2].[Br-].[Br-].[N+:18]([C:21]1[CH:39]=[CH:38][C:24]([CH2:25][O:26][C:27]([C:29]2[N:30]3[C@H:33]([S:34][CH:35]=2)[C@@H:32]([Br:36])[C:31]3=[O:37])=[O:28])=[CH:23][CH:22]=1)([O-:20])=[O:19].[C:40](OC(=O)C)(=[O:42])[CH3:41]>C(OCC)(=O)C.C(N(CC)CC)C.C1COCC1.C(#N)C>[N+:18]([C:21]1[CH:39]=[CH:38][C:24]([CH2:25][O:26][C:27]([C:29]2[N:30]3[C@H:33]([S:34][CH:35]=2)[C:32]([CH:13]([O:14][C:40](=[O:42])[CH3:41])[C:2]2[N:1]=[C:5]4[N:6]=[C:7]5[N:12]([CH2:11][CH2:10][CH2:9][CH2:8]5)[N:4]4[CH:3]=2)([Br:36])[C:31]3=[O:37])=[O:28])=[CH:23][CH:22]=1)([O-:20])=[O:19] |f:1.2.3|. Reported procedure: 4,5,6,7-Tetrahydro-1,3a,3b,8-tetraaza-cyclopenta[a]indene-2-carbaldehyde (2.97 g) was added to the dry acetonitrile (110 mL) solution of anhydrous MgBr2 (4.45 g) under a nitrogen atmosphere at room temperature. The dry THF solution (110 mL) of (5R, 6S)-6-bromo-7-oxo-4-thia-1-aza-bicyclo[3.2.0]hept-2-ene-2-carboxylic acid 4-nitro-benzyl ester (2.97 g) was added to the reaction mixture, cooled to −20° C., and triethylamine (6.45 mL) was added in one portion. The reaction vessel was covered with fo...